The task is: describe an organic reaction: reactants, conditions, products, and yield. This data is from the Open Reaction Database (ORD), a public repository of structured organic reaction records. Reactants: C=C[Sn](CCCC)(CCCC)CCCC, Brc1cccc2c1CN(Cc1ccccc1)C2, c1ccc(P(c2ccccc2)(c2ccccc2)[Pd](P(c2ccccc2)(c2ccccc2)c2ccccc2)(P(c2ccccc2)(c2ccccc2)c2ccccc2)P(c2ccccc2)(c2ccccc2)c2ccccc2)cc1. Yields the product C=Cc1cccc2c1CN(Cc1ccccc1)C2. As a reaction SMILES: [CH2:18]([CH2:19][CH2:31][CH3:32])[Sn:20]([CH2:21][CH2:22][CH2:23][CH3:24])([CH2:25][CH2:26][CH2:27][CH3:28])[CH:29]=[CH2:30].[CH2:1]([c:2]1[cH:3][cH:4][cH:5][cH:6][cH:7]1)[N:8]1[CH2:9][c:10]2[cH:11][cH:12][cH:13][c:14]([Br:17])[c:15]2[CH2:16]1.[cH:33]1[cH:34][cH:35][c:36]([P:37]([Pd:38]([P:39]([c:40]2[cH:41][cH:42][cH:43][cH:44][cH:45]2)([c:46]2[cH:47][cH:48][cH:49][cH:50][cH:51]2)[c:52]2[cH:53][cH:54][cH:55][cH:56][cH:57]2)([P:58]([c:59]2[cH:60][cH:61][cH:62][cH:63][cH:64]2)([c:65]2[cH:66][cH:67][cH:68][cH:69][cH:70]2)[c:71]2[cH:72][cH:73][cH:74][cH:75][cH:76]2)[P:77]([c:78]2[cH:79][cH:80][cH:81][cH:82][cH:83]2)([c:84]2[cH:85][cH:86][cH:87][cH:88][cH:89]2)[c:90]2[cH:91][cH:92][cH:93][cH:94][cH:95]2)([c:96]2[cH:97][cH:98][cH:99][cH:100][cH:101]2)[c:102]2[cH:103][cH:104][cH:105][cH:106][cH:107]2)[cH:108][cH:109]1>>[CH2:1]([c:2]1[cH:3][cH:4][cH:5][cH:6][cH:7]1)[N:8]1[CH2:9][c:10]2[cH:11][cH:12][cH:13][c:14]([CH:18]=[CH2:19])[c:15]2[CH2:16]1. Product: CN1[C@H](C(=O)OC(C)(C)C)C(CC1=O)C (1,1-dimethylethyl 1,3-dimethyl-5-oxoprolinate). Isolated yield 91.2%. Run at temperature 0 celsius, time 8 hour. Procedure: 1,1-dimethylethyl 3-methyl-5-oxoprolinate (0.79 g, 3.96 mmol) was dissolved in tetrahydrofuran (8 ml) and treated with methyl iodide (0.27 ml, 4.36 mmol). The mixture was then cooled to 0° C. and treated portion-wise with sodium hydride (60% in oil, 0.170 g, 4.36 mmol). The mixture ceased bubbling after 30 minutes at 0° C. and was then allowed to warm to room temperature and stirred overnight. The mixture was quenched by addition of saturated aqueous ammonium chloride solution (10 ml) and the or... Run in O1CCCC1 (tetrahydrofuran). Reaction SMILES: [CH3:1][CH:2]1[CH2:6][C:5](=[O:7])[NH:4][C@@H:3]1[C:8]([O:10][C:11]([CH3:14])([CH3:13])[CH3:12])=[O:9].[CH3:15]I.[H-].[Na+]>O1CCCC1>[CH3:15][N:4]1[C:5](=[O:7])[CH2:6][CH:2]([CH3:1])[C@H:3]1[C:8]([O:10][C:11]([CH3:13])([CH3:12])[CH3:14])=[O:9] |f:2.3|. Reactants: CI (methyl iodide), CC1[C@H](NC(C1)=O)C(=O)OC(C)(C)C (1,1-dimethylethyl 3-methyl-5-oxoprolinate), [H-].[Na+] (sodium hydride). Reactants: ClC=1C=CC(=NC1)N1C(C2=C(C1O)SCCS2)=O (6-(5-chloropyrid-2-yl)-5-hydroxy-7-oxo-2,3,6,7-tetrahydro-1,4-dithiino[2,3-c]pyrrole), [H-].[Na+] (sodium hydride), ClC(=O)N1CCN(CC1)CC (1-chlorocarbonyl-4-ethylpiperazine). Run in O1CCCC1 (tetrahydrofuran), O1CCCC1 (tetrahydrofuran). Run at temperature 5 celsius, time 4 hour. The product is ClC=1C=CC(=NC1)N1C(C2=C(C1OC(=O)N1CCN(CC1)CC)SCCS2)=O (6-(5-Chloropyrid-2-yl)-5-(4-ethylpiperazin-1-yl)carbonyloxy-7-oxo-2,3,6,7-tetrahydro-1,4-dithiino[2,3-c]pyrrole). The yield is 28.8%. Reaction SMILES: [H-].[Na+].[Cl:3][C:4]1[CH:5]=[CH:6][C:7]([N:10]2[CH:14]([OH:15])[C:13]3[S:16][CH2:17][CH2:18][S:19][C:12]=3[C:11]2=[O:20])=[N:8][CH:9]=1.Cl[C:22]([N:24]1[CH2:29][CH2:28][N:27]([CH2:30][CH3:31])[CH2:26][CH2:25]1)=[O:23]>O1CCCC1>[Cl:3][C:4]1[CH:5]=[CH:6][C:7]([N:10]2[CH:11]([O:20][C:22]([N:24]3[CH2:29][CH2:28][N:27]([CH2:30][CH3:31])[CH2:26][CH2:25]3)=[O:23])[C:12]3[S:19][CH2:18][CH2:17][S:16][C:13]=3[C:14]2=[O:15])=[N:8][CH:9]=1 |f:0.1|. Reported procedure: A suspension of sodium hydride (1.11 g.) in anhydrous tetrahydrofuran (120 cc.) is treated for 20 minutes at about 10°-15° C. with 6-(5-chloropyrid-2-yl)-5-hydroxy-7-oxo-2,3,6,7-tetrahydro-1,4-dithiino[2,3-c]pyrrole (11.6 g.), and a solution of 1-chlorocarbonyl-4-ethylpiperazine (20.4 g.) in anhydrous tetrahydrofuran (160 cc.) is then added, at 5° C. The reaction mixture is stirred for 4 hours at 5° C. After evaporating the solvent under reduced pressure (20 mm. Hg), the residue is dissolved in ... Reactants: NC1=C(C=CC=C1)C=1NC(=C(N1)C)C=1C=NC=CC1 (2-(2-aminophenyl)-4-methyl-5-(3-pyridyl)imidazole), CN=C=S (methyl isothiocyanate). Run in O1CCCC1 (tetrahydrofuran). Reaction conditions: time 1 hour. Yields the product CC=1N=C(NC1C=1C=NC=CC1)C1=C(C=CC=C1)NC(=S)NC (4-methyl-2-[2-(3-methylthioureido)phenyl]-5-(3-pyridyl)imidazole). As a reaction SMILES: [NH2:1][C:2]1[CH:7]=[CH:6][CH:5]=[CH:4][C:3]=1[C:8]1[NH:9][C:10]([C:14]2[CH:15]=[N:16][CH:17]=[CH:18][CH:19]=2)=[C:11]([CH3:13])[N:12]=1.[CH3:20][N:21]=[C:22]=[S:23]>O1CCCC1>[CH3:13][C:11]1[N:12]=[C:8]([C:3]2[CH:4]=[CH:5][CH:6]=[CH:7][C:2]=2[NH:1][C:22]([NH:21][CH3:20])=[S:23])[NH:9][C:10]=1[C:14]1[CH:15]=[N:16][CH:17]=[CH:18][CH:19]=1. Procedure: To a solution of 2-(2-aminophenyl)-4-methyl-5-(3-pyridyl)imidazole (0.8 g) in tetrahydrofuran (10 ml) was added methyl isothiocyanate (0.33 ml) at ambient temperature. The reaction mixture was stirred at ambient temperature for one hour, and refluxed for 20 hours. The resulting precipitate was collected by filtration, and washed with tetrahydrofuran and diethyl ether to give 4-methyl-2-[2-(3-methylthioureido)phenyl]-5-(3-pyridyl)imidazole (0.71 g).